From a dataset of the Open Reaction Database (ORD), a public repository of structured organic reaction records. describe an organic reaction: reactants, conditions, products, and yield The reactants are C1CCNCC1, Cc1ccc(C(=O)NC2CC2)cc1NC(=O)c1cc(F)ccc1[N+](=O)[O-]. The product is Cc1ccc(C(=O)NC2CC2)cc1NC(=O)c1cc(N2CCCCC2)ccc1[N+](=O)[O-]. Reaction SMILES: [CH2:1]1[CH2:2][CH2:3][NH:4][CH2:5][CH2:6]1.[CH:7]1([NH:10][C:11](=[O:12])[c:13]2[cH:14][cH:15][c:16]([CH3:32])[c:17]([NH:19][C:20]([c:21]3[c:22]([N+:28](=[O:29])[O-:30])[cH:23][cH:24][c:25]([F:27])[cH:26]3)=[O:31])[cH:18]2)[CH2:8][CH2:9]1>>[CH2:1]1[CH2:2][CH2:3][N:4]([c:25]2[cH:24][cH:23][c:22]([N+:28](=[O:29])[O-:30])[c:21]([C:20]([NH:19][c:17]3[c:16]([CH3:32])[cH:15][cH:14][c:13]([C:11]([NH:10][CH:7]4[CH2:8][CH2:9]4)=[O:12])[cH:18]3)=[O:31])[cH:26]2)[CH2:5][CH2:6]1. Starting materials: CN(CCN)C (N,N-dimethyl-1,2-diaminoethane), Cl.C(C)OC(CC(=O)OCC)=N (ethyl 3-ethoxy-3-iminopropionate hydrochloride). Run in C(C)O (ethanol). Reaction conditions: time 16 hour. Product: CN(CCNC(CC(=O)OCC)=N)C (Ethyl 3-(2-Dimethylaminoethylamino)-3-imino-propionate). RXN SMILES: [CH3:1][N:2]([CH3:6])[CH2:3][CH2:4][NH2:5].Cl.C(O[C:11](=[NH:18])[CH2:12][C:13]([O:15][CH2:16][CH3:17])=[O:14])C>C(O)C>[CH3:1][N:2]([CH3:6])[CH2:3][CH2:4][NH:5][C:11](=[NH:18])[CH2:12][C:13]([O:15][CH2:16][CH3:17])=[O:14] |f:1.2|. Procedure: To a solution of N,N-dimethyl-1,2-diaminoethane (8.8 g, 0.1 mmol) in absolute ethanol (40 ml) is added ethyl 3-ethoxy-3-iminopropionate hydrochloride (20.0 g, 0.1 mmol). After stirring at ambient temperature for 16 hours, evaporated solvent and dissolved residue in water, made basic with sodium carbonate and extracted product into methylene chloride. This solution is evaporated to dryness to give 17 g of crude viscous title A product. Reactants: CCC(CC)C(=O)O, COC(=O)C(c1ccccc1)N1CCN(c2ccc(N)cc2F)CC1, ClCCl, N=C=N, On1nnc2ccccc21. Yields the product CCC(CC)C(=O)Nc1ccc(N2CCN(C(C(=O)OC)c3ccccc3)CC2)c(F)c1. RXN SMILES: [CH2:1]([CH3:2])[CH:3]([C:4](=[O:5])[OH:6])[CH2:7][CH3:8].[CH3:22][O:23][C:24]([CH:25]([c:26]1[cH:27][cH:28][cH:29][cH:30][cH:31]1)[N:32]1[CH2:33][CH2:34][N:35]([c:38]2[c:39]([F:45])[cH:40][c:41]([NH2:44])[cH:42][cH:43]2)[CH2:36][CH2:37]1)=[O:46].[Cl:47][CH2:48][Cl:49].[NH:9]=[C:10]=[NH:11].[OH:12][n:13]1[c:14]2[c:15]([cH:16][cH:17][cH:18][cH:19]2)[n:20][n:21]1>>[CH2:1]([CH3:2])[CH:3]([C:4](=[O:6])[NH:44][c:41]1[cH:40][c:39]([F:45])[c:38]([N:35]2[CH2:34][CH2:33][N:32]([CH:25]([C:24]([O:23][CH3:22])=[O:46])[c:26]3[cH:27][cH:28][cH:29][cH:30][cH:31]3)[CH2:37][CH2:36]2)[cH:43][cH:42]1)[CH2:7][CH3:8]. Reactants: CCOC(=O)COCC=CCN1C(=O)CCCC1CO, CCO, [H][H]. The product is CCOC(=O)COCCCCN1C(=O)CCCC1CO. Reaction SMILES: [CH2:1]([CH3:2])[O:3][C:4]([CH2:5][O:6][CH2:7][CH:8]=[CH:9][CH2:10][N:11]1[CH:12]([CH2:18][OH:19])[CH2:13][CH2:14][CH2:15][C:16]1=[O:17])=[O:20].[CH3:23][CH2:24][OH:25].[H:21][H:22]>>[CH2:1]([CH3:2])[O:3][C:4]([CH2:5][O:6][CH2:7][CH2:8][CH2:9][CH2:10][N:11]1[CH:12]([CH2:18][OH:19])[CH2:13][CH2:14][CH2:15][C:16]1=[O:17])=[O:20]. Starting materials: COC1=CC=C(CN2C(C3(C(C2=O)C=CC=C3)CCCCCC)=O)C=C1 (N-(4-methoxybenzyl)-1-hexyl phthalimide), C(C)O (ethanol), O.NN (hydrazine monohydrate). Yields the product COC1=CC=C(C=C1)CCCCCCN (6-(4-Methoxyphenyl)hexylamine). Reaction SMILES: COC1C=CC(CN2C(=O)[CH:11]3[CH:14]=[CH:15][CH:16]=[CH:17][C:10]3([CH2:18][CH2:19][CH2:20][CH2:21][CH2:22][CH3:23])C2=O)=CC=1.O.[NH2:28]N.[CH2:30]([OH:32])C>>[CH3:30][O:32][C:15]1[CH:14]=[CH:11][C:10]([CH2:18][CH2:19][CH2:20][CH2:21][CH2:22][CH2:23][NH2:28])=[CH:17][CH:16]=1 |f:1.2|. Procedure details: N-(4-methoxybenzyl)-1-hexyl phthalimide (19.9 g, 60 mmol) was dissolved in ethanol (300 ml) and hydrazine monohydrate (8.9 g, 0.11 mol) was added. The mixture was refluxed for 3 hours, filtered, the residue washed with ethanol and the filtrate evaporated. The residue was taken up in diethyl ether, filtered and the residue washed well with ether. Evaporation of the filtrate gave a yellow oil which was purified by distillation to give a clear oil bp 108-110° C., 0.02 mbar. The reactants are CO, O=C[O-], N#CCc1ccc(C(F)(F)F)nc1, [NH4+], Nc1ccc2c(c1)OCCO2. Yields the product FC(F)(F)c1ccc(CCNc2ccc3c(c2)OCCO3)cn1. Reaction SMILES: [CH3:29][OH:30].[CH:25]([O-:26])=[O:27].[F:1][C:2]([c:3]1[cH:4][cH:5][c:6]([CH2:9][C:10]#[N:11])[cH:7][n:8]1)([F:12])[F:13].[NH4+:28].[O:14]1[CH2:15][CH2:16][O:17][c:18]2[c:19]1[cH:20][cH:21][c:22]([NH2:24])[cH:23]2>>[F:1][C:2]([c:3]1[cH:4][cH:5][c:6]([CH2:9][CH2:10][NH:11][c:22]2[cH:21][cH:20][c:19]3[c:18]([cH:23]2)[O:17][CH2:16][CH2:15][O:14]3)[cH:7][n:8]1)([F:12])[F:13].